Dataset: the Open Reaction Database (ORD), a public repository of structured organic reaction records. Task: describe an organic reaction: reactants, conditions, products, and yield The reactants are CC(CCNC(=O)OC(C)(C)C)N1CCC(NCc2cccc(C#N)n2)CC1, CCN=C=O, ClCCCl. Product: CCNC(=O)N(Cc1cccc(C#N)n1)C1CCN(C(C)CCNC(=O)OC(C)(C)C)CC1. Reaction SMILES: [C:1]([CH3:2])([CH3:3])([CH3:4])[O:5][C:6]([NH:7][CH2:8][CH2:9][CH:10]([CH3:11])[N:12]1[CH2:13][CH2:14][CH:15]([NH:18][CH2:19][c:20]2[n:21][c:22]([C:26]#[N:27])[cH:23][cH:24][cH:25]2)[CH2:16][CH2:17]1)=[O:28].[CH2:29]([CH3:30])[N:31]=[C:32]=[O:33].[Cl:34][CH2:35][CH2:36][Cl:37]>>[C:1]([CH3:2])([CH3:3])([CH3:4])[O:5][C:6]([NH:7][CH2:8][CH2:9][CH:10]([CH3:11])[N:12]1[CH2:13][CH2:14][CH:15]([N:18]([CH2:19][c:20]2[n:21][c:22]([C:26]#[N:27])[cH:23][cH:24][cH:25]2)[C:32]([NH:31][CH2:29][CH3:30])=[O:33])[CH2:16][CH2:17]1)=[O:28]. The reactants are C(C1=CC=CC=C1)N(C1=C(C(=CC=C1)[N+](=O)[O-])C)CC1=CC=C(OC=2C=CC(=C(C2)O)Br)C=C1 (5-(4-{[benzyl(2-methyl-3-nitrophenyl)amino]methyl}phenoxy)-2-bromophenol), C(CO)(=O)OCC (ethyl glycolate). The product is C(C1=CC=CC=C1)N(C1=C(C(=CC=C1)[N+](=O)[O-])C)CC1=CC=C(OC=2C=CC(=C(OCC(=O)O)C2)Br)C=C1 ([5-(4-{[benzyl(2-methyl-3-nitrophenyl)amino]methyl}phenoxy)-2-bromophenoxy]acetic acid). As a reaction SMILES: [CH2:1]([N:8]([CH2:19][C:20]1[CH:34]=[CH:33][C:23]([O:24][C:25]2[CH:26]=[CH:27][C:28]([Br:32])=[C:29]([OH:31])[CH:30]=2)=[CH:22][CH:21]=1)[C:9]1[CH:14]=[CH:13][CH:12]=[C:11]([N+:15]([O-:17])=[O:16])[C:10]=1[CH3:18])[C:2]1[CH:7]=[CH:6][CH:5]=[CH:4][CH:3]=1.[C:35]([O:39]CC)(=[O:38])[CH2:36]O>>[CH2:1]([N:8]([CH2:19][C:20]1[CH:21]=[CH:22][C:23]([O:24][C:25]2[CH:26]=[CH:27][C:28]([Br:32])=[C:29]([CH:30]=2)[O:31][CH2:36][C:35]([OH:39])=[O:38])=[CH:33][CH:34]=1)[C:9]1[CH:14]=[CH:13][CH:12]=[C:11]([N+:15]([O-:17])=[O:16])[C:10]=1[CH3:18])[C:2]1[CH:3]=[CH:4][CH:5]=[CH:6][CH:7]=1. Procedure: The product from Example 63F and ethyl glycolate were processed as described in Example 62A to provide the title compound. RXN SMILES: [F:1][C:2]1[C:7]([NH2:8])=[CH:6][C:5]([C:9]([F:12])([F:11])[F:10])=[CH:4][N:3]=1.[Cl:13][C:14]1[C:19]([NH2:20])=[CH:18][C:17]([C:21]([F:24])([F:23])[F:22])=[CH:16][N:15]=1.CO[CH:27]1[CH2:31][CH2:30][CH:29](OC)O1.C([O-])([O-])=O.[Na+].[Na+]>C(O)(=O)C>[F:1][C:2]1[C:7]([N:8]2[CH:19]=[CH:18][CH:17]=[CH:16]2)=[CH:6][C:5]([C:9]([F:10])([F:11])[F:12])=[CH:4][N:3]=1.[Cl:13][C:14]1[C:19]([N:20]2[CH:27]=[CH:31][CH:30]=[CH:29]2)=[CH:18][C:17]([C:21]([F:22])([F:23])[F:24])=[CH:16][N:15]=1 |f:0.1,3.4.5,7.8|. Yield: 93.4%. Starting materials: FC1=NC=C(C=C1N)C(F)(F)F.ClC1=NC=C(C=C1N)C(F)(F)F (2-Fluoro-3-amino-5-trifluoromethylpyridine 2-chloro-3-amino-5-trifluoromethylpyridine), COC1OC(CC1)OC (2,5-dimethoxytetrahydrofuran), C(=O)([O-])[O-].[Na+].[Na+] (Na2CO3). Procedure: A solution of the mixture (1.1 g) from Example 17 b., 2,5-dimethoxytetrahydrofuran (0.9 g, 0.007 m) and acetic acid (5 ml) was heated at reflux with stirring. After 11/2 hours, the solution was cooled and poured into saturated Na2CO3 solution. The aqueous layer was extracted with CHCl3 and the organic layer was dried over Na2SO4, filtered and concentrated to dryness. The residue was chromatographed on silica gel and the product eluted with 1:1 CH2Cl2 :hexane to yield 0.65 g of a mixture of 2-chl... Solvent: C(C)(=O)O (acetic acid). Yields the product FC1=NC=C(C=C1N1C=CC=C1)C(F)(F)F.ClC1=NC=C(C=C1N1C=CC=C1)C(F)(F)F (2-Fluoro-3-(1-pyrrolyl)-5-trifluoromethyl pyridine 2-Chloro-3-(1-pyrrolyl)-5-trifluoromethylpyridine).